From a dataset of the Open Reaction Database (ORD), a public repository of structured organic reaction records. describe an organic reaction: reactants, conditions, products, and yield Reactants: COC(=O)C1=C(C2=C(N=CN=C2NC=2C(=NC=CC2)O[C@@H]2CC[C@H](CC2)O)S1)C (4-[2-(trans-4-hydroxy-cyclohexyloxy)-pyridine-3-ylamino]-5-methyl-thieno[2,3-d]pyrimidine-6-carboxylic acid methylester), [OH-].[Li+] (lithium hydroxide), C1CCOC1 (THF), Cl (hydrochloric acid). Solvent: O (water), CO (MeOH). Reaction conditions: time 8 hour. Yields the product O[C@@H]1CC[C@H](CC1)OC1=NC=CC=C1NC=1C2=C(N=CN1)SC(=C2C)C(=O)O (4-[2-(trans-4-hydroxy-cyclohexyloxy)-pyridine-3-ylamino]-5-methyl-thieno[2,3-d]pyrimidine-6-carboxylic acid). Reaction SMILES: C[O:2][C:3]([C:5]1[S:28][C:8]2[N:9]=[CH:10][N:11]=[C:12]([NH:13][C:14]3[C:15]([O:20][C@H:21]4[CH2:26][CH2:25][C@H:24]([OH:27])[CH2:23][CH2:22]4)=[N:16][CH:17]=[CH:18][CH:19]=3)[C:7]=2[C:6]=1[CH3:29])=[O:4].[OH-].[Li+].C1COCC1.Cl>O.CO>[OH:27][C@H:24]1[CH2:25][CH2:26][C@H:21]([O:20][C:15]2[C:14]([NH:13][C:12]3[C:7]4[C:6]([CH3:29])=[C:5]([C:3]([OH:4])=[O:2])[S:28][C:8]=4[N:9]=[CH:10][N:11]=3)=[CH:19][CH:18]=[CH:17][N:16]=2)[CH2:22][CH2:23]1 |f:1.2|. Reported procedure: A reaction mixture of 1.541 g 4-[2-(trans-4-hydroxy-cyclohexyloxy)-pyridine-3-ylamino]-5-methyl-thieno[2,3-d]pyrimidine-6-carboxylic acid methylester, 2.00 g lithium hydroxide, 13.3 ml THF, 13.3 ml MeOH and 13.3 ml water was stirred at rt overnight. Then the mixture was acidified by addition of hydrochloric acid and extracted with DCM. The organic phase was dried, filtered and the filtrate was concentrated. Reactants: C(C)OC(C(=CC1C(C(=C(C(=C1)OC)OC)OC)=C=O)C#N)=O (α-cyano-3,5-dimethoxy-4-methoxy-carbonyl-cinnamic acid ethyl ester), [H][H] (hydrogen). The reagents and catalysts are [Hg] (mercury), [Pd] (palladium-on-carbon). Solvent: C(C)O (ethanol). Yields the product C(C)OC(C(=CC1CC(=C(C(=C1)OC)C(=O)OC)OC)C#N)=O (α-cyano-3,5-dimethoxy-4-methoxycarbonyl-dihydro-cinnamic acid ethyl ester). As a reaction SMILES: [CH2:1]([O:3][C:4](=[O:23])[C:5]([C:21]#[N:22])=[CH:6][CH:7]1[CH:12]=[C:11]([O:13][CH3:14])[C:10](OC)=[C:9]([O:17][CH3:18])[C:8]1=C=O)[CH3:2].[H][H]>[Pd].[Hg].C(O)C>[CH2:1]([O:3][C:4](=[O:23])[C:5]([C:21]#[N:22])=[CH:6][CH:7]1[CH:12]=[C:11]([O:13][CH3:14])[C:10]([C:4]([O:3][CH3:1])=[O:23])=[C:9]([O:17][CH3:18])[CH2:8]1)[CH3:2]. Reported procedure: A solution of 10.6 g. of α-cyano-3,5-dimethoxy-4-methoxy-carbonyl-cinnamic acid ethyl ester in 500 ml. of ethanol was hydrogenated in the presence of 0.5 g. of palladium-on-carbon (5%) at room temperature and 760 mm. of mercury. After the uptake of an equivalent of hydrogen (810 ml.), the hydrogenation was interrupted. The catalyst and partially precipitated product were removed by filtration with suction and washed on the filter with benzene. The filtrate was evaporated to dryness. The residue ... Reactants: CC1=C(C(=CC=C1)C)CCCN1C(C2=CC=CC=C2C1=O)=O (2-[3-(2,6-dimethylphenyl)propyl]-1H-isoindole-1,3(2H)-dione), C(C)O (ethanol), NN (hydrazine). Yields the product CC1=C(C(=CC=C1)C)CCCN (2,6-dimethylbenzenepropanamine). Yield: 59.0%. Reaction SMILES: [CH3:1][C:2]1[CH:7]=[CH:6][CH:5]=[C:4]([CH3:8])[C:3]=1[CH2:9][CH2:10][CH2:11][N:12]1C(=O)C2C(=CC=CC=2)C1=O.C(O)C.NN>>[CH3:1][C:2]1[CH:7]=[CH:6][CH:5]=[C:4]([CH3:8])[C:3]=1[CH2:9][CH2:10][CH2:11][NH2:12]. Procedure details: A 10 g (34.4 mmole) sample of the title compound of Example 33 was refluxed for 2 hours in 150 ml of ethanol containing 1.2 g (36.7 mmole) of 97% hydrazine. After concentrating the solution, the white crystalline residue was mixed with 100 ml of 10% NaOH and 100 ml of ether. The aqueous phase was separated and extracted with another 100 ml portion of ether. The combined ether extracts were than washed with water, dried over MgSO4 and stripped of all solvent under reduced pressure to yield 3.3 g ...